This data is from the Open Reaction Database (ORD), a public repository of structured organic reaction records. The task is: describe an organic reaction: reactants, conditions, products, and yield The reactants are BrC1=C(SC(=C1[N+](=O)[O-])Br)C(=O)OCC (Ethyl 3,5-dibromo-4-nitrothiophene-2-carboxylate), BrC1=C(SC(=C1[N+](=O)[O-])Br)C(=O)OCC (Ethyl 3,5-dibromo-4-nitrothiophene-2-carboxylate), C(C)(=O)OCC (ethyl acetate), C([O-])(O)=O.[Na+] (sodium bicarbonate). Reagents/catalysts: [Fe] (iron). Solvent: C(C)(=O)O (acetic acid). Run at temperature 60 celsius. The product is NC=1C(=C(SC1Br)C(=O)OCC)Br (Ethyl 4-amino-3,5-dibromothiophene-2-carboxylate). Isolated yield 65.5%. RXN SMILES: [Br:1][C:2]1[C:6]([N+:7]([O-])=O)=[C:5]([Br:10])[S:4][C:3]=1[C:11]([O:13][CH2:14][CH3:15])=[O:12].C(=O)(O)[O-].[Na+].C(OCC)(=O)C>C(O)(=O)C.[Fe]>[NH2:7][C:6]1[C:2]([Br:1])=[C:3]([C:11]([O:13][CH2:14][CH3:15])=[O:12])[S:4][C:5]=1[Br:10] |f:1.2|. Reported procedure: To the solution of Ethyl 3,5-dibromo-4-nitrothiophene-2-carboxylate (compound 34a, 10.0 g, 27.85 mmol) in acetic acid (100 ml) was added iron powder (7.77 g, 139.27 mmol). The reaction mixture was then heated at 60° C. for 35 min under stirring. The progress of the reaction was monitored by TLC. The reaction mixture was then cooled to 25° C. Acetic acid from the reaction mixture was then evaporated under reduced pressure. The pH of the resulting reaction mass was brought to between 8 and 9 by ad...